This data is from the Open Reaction Database (ORD), a public repository of structured organic reaction records. The task is: describe an organic reaction: reactants, conditions, products, and yield Reactants: CC(C)Oc1ccc(S(C)(=O)=O)cc1C(=O)O, Clc1ccc2c(c1)CNCC2. Product: CC(C)Oc1ccc(S(C)(=O)=O)cc1C(=O)N1CCc2ccc(Cl)cc2C1. As a reaction SMILES: [CH:12]([CH3:13])([CH3:14])[O:15][c:16]1[c:17]([C:18](=[O:19])[OH:20])[cH:21][c:22]([S:25](=[O:26])(=[O:27])[CH3:28])[cH:23][cH:24]1.[Cl:1][c:2]1[cH:3][cH:4][c:5]2[c:10]([cH:11]1)[CH2:9][NH:8][CH2:7][CH2:6]2>>[Cl:1][c:2]1[cH:3][cH:4][c:5]2[c:10]([cH:11]1)[CH2:9][N:8]([C:18]([c:17]1[c:16]([O:15][CH:12]([CH3:13])[CH3:14])[cH:24][cH:23][c:22]([S:25](=[O:26])(=[O:27])[CH3:28])[cH:21]1)=[O:19])[CH2:7][CH2:6]2. The reactants are BrC=1C=CC2=C(C(CCCC2)(C)C)C1 (2-bromo-6,7,8,9-tetrahydro-9,9--dimethyl-5H-benzocycloheptene), Cl (HCl), Mg, C(=O)=O (CO2). Run in O1CCCC1 (tetrahydrofuran). Product: CC1(CCCCC2=C1C=C(C=C2)C(=O)O)C (6,7,8,9--tetrahydro-9,9-dimethyl-5H-benzocycloheptene-2-carboxylic acid). RXN SMILES: Br[C:2]1[CH:3]=[CH:4][C:5]2[CH2:11][CH2:10][CH2:9][CH2:8][C:7]([CH3:13])([CH3:12])[C:6]=2[CH:14]=1.[C:15](=[O:17])=[O:16].Cl>O1CCCC1>[CH3:12][C:7]1([CH3:13])[C:6]2[CH:14]=[C:2]([C:15]([OH:17])=[O:16])[CH:3]=[CH:4][C:5]=2[CH2:11][CH2:10][CH2:9][CH2:8]1. Procedure: The Grignard compound was prepared under an argon atmosphere from 4.00 g of 2-bromo-6,7,8,9-tetrahydro-9,9--dimethyl-5H-benzocycloheptene, as described in EP-A2-0315071, and 456 mg of Mg shavings in 20 ml of absolute tetrahydrofuran. After carrying out the metallation a vigorous CO2 stream was introduced at -10° C. The mixture was hydrolyzed with dil. HCl, extracted with ether and washed with a small amount of water. The acid was then purified by extraction in lN NaOH, acidification to pH 1 (HCl...